From a dataset of the Open Reaction Database (ORD), a public repository of structured organic reaction records. describe an organic reaction: reactants, conditions, products, and yield Starting materials: [Na] (sodium), [OH-] (hydroxide), C(C)(C)(C)OC(=O)N1CCC(=CC1)C=1SC=C(C1)C(=O)OCC (4-(4-Ethoxycarbonyl-thiophen-2-yl)-3,6-dihydro-2H-pyridine-1-carboxylic acid tert-butyl ester). Run in IMS. Reaction conditions: temperature 130 celsius, time 10 minute. The product is C(C)(C)(C)OC(=O)N1CCC(=CC1)C=1SC=C(C1)C(=O)O (4-(4-Carboxy-thiophen-2-yl)-3,6-dihydro-2H-pyridine-1-carboxylic acid tert-butyl ester). The yield is 50.6%. Reaction SMILES: [C:1]([O:5][C:6]([N:8]1[CH2:13][CH:12]=[C:11]([C:14]2[S:15][CH:16]=[C:17]([C:19]([O:21]CC)=[O:20])[CH:18]=2)[CH2:10][CH2:9]1)=[O:7])([CH3:4])([CH3:3])[CH3:2].[Na].[OH-]>>[C:1]([O:5][C:6]([N:8]1[CH2:9][CH:10]=[C:11]([C:14]2[S:15][CH:16]=[C:17]([C:19]([OH:21])=[O:20])[CH:18]=2)[CH2:12][CH2:13]1)=[O:7])([CH3:4])([CH3:2])[CH3:3] |^1:23|. Procedure details: 4-(4-Ethoxycarbonyl-thiophen-2-yl)-3,6-dihydro-2H-pyridine-1-carboxylic acid tert-butyl ester (1.0 g, 3 mmol) was dissolved in IMS (10 mL) and aqueous sodium ,hydroxide (1 M, 8 mmol) was added and the mixture stirred at 130° C. for 10 minutes. The solution was then cooled, filtered and acidified with 1 N hydrochloric acid to pH 4. The resulting precipitate was isolated by filtration and dried under vacuum to give the title compound as a white solid (0.47 g). LCMS m/z 308.48 [M−H]− RT=3.45 min (A...